This data is from the Open Reaction Database (ORD), a public repository of structured organic reaction records. The task is: describe an organic reaction: reactants, conditions, products, and yield Reactants: CC1(C2C(C3=CC(=CC=C3O1)C#N)O2)C ((±)-2,2-dimethyl-1a,7b-dihydro-2H-1,3-dioxa-cyclopropa[a]naphthalene-6-carbonitrile), ClC1=CC=C(C=C1)N1CCNCC1 (1-(4-chloro-phenyl)-piperazine). The product is ClC1=CC=C(C=C1)N1CCN(CC1)C1C(C(OC2=CC=C(C=C12)C#N)(C)C)O (4-[4-(4-Chloro-phenyl)-piperazin-1-yl]-3-hydroxy-2,2-dimethyl-chroman-6-carbonitrile). As a reaction SMILES: [CH3:1][C:2]1([CH3:15])[O:11][C:10]2[C:5](=[CH:6][C:7]([C:12]#[N:13])=[CH:8][CH:9]=2)[CH:4]2[O:14][CH:3]12.[Cl:16][C:17]1[CH:22]=[CH:21][C:20]([N:23]2[CH2:28][CH2:27][NH:26][CH2:25][CH2:24]2)=[CH:19][CH:18]=1>>[Cl:16][C:17]1[CH:18]=[CH:19][C:20]([N:23]2[CH2:28][CH2:27][N:26]([CH:4]3[C:5]4[C:10](=[CH:9][CH:8]=[C:7]([C:12]#[N:13])[CH:6]=4)[O:11][C:2]([CH3:15])([CH3:1])[CH:3]3[OH:14])[CH2:25][CH2:24]2)=[CH:21][CH:22]=1. Reported procedure: Following the procedure in Example 1, using (±)-2,2-dimethyl-1a,7b-dihydro-2H-1,3-dioxa-cyclopropa[a]naphthalene-6-carbonitrile and 1-(4-chloro-phenyl)-piperazine as starting material, the title compound was prepared as a white solid. Reactants: C1CCOC1, COC(=O)c1ccc(=O)n(C)c1Nc1ccc(C)cc1F, C[Si](C)(C)[N-][Si](C)(C)C, C=COCCON, [Li+]. Reaction SMILES: [CH2:39]1[O:40][CH2:41][CH2:42][CH2:43]1.[CH3:1][O:2][C:3](=[O:4])[c:5]1[c:6]([NH:13][c:14]2[c:15]([F:21])[cH:16][c:17]([CH3:20])[cH:18][cH:19]2)[n:7]([CH3:12])[c:8](=[O:11])[cH:9][cH:10]1.[CH3:29][Si:30]([N-:31][Si:32]([CH3:33])([CH3:34])[CH3:35])([CH3:36])[CH3:37].[CH:22](=[CH2:23])[O:24][CH2:25][CH2:26][O:27][NH2:28].[Li+:38]>>[C:3](=[O:4])([c:5]1[c:6]([NH:13][c:14]2[c:15]([F:21])[cH:16][c:17]([CH3:20])[cH:18][cH:19]2)[n:7]([CH3:12])[c:8](=[O:11])[cH:9][cH:10]1)[NH:28][O:27][CH2:26][CH2:25][O:24][CH:22]=[CH2:23]. The product is C=COCCONC(=O)c1ccc(=O)n(C)c1Nc1ccc(C)cc1F.